From a dataset of the Open Reaction Database (ORD), a public repository of structured organic reaction records. describe an organic reaction: reactants, conditions, products, and yield Reactants: C([O-])([O-])=O.[K+].[K+] (potassium carbonate), C(CC)S(=O)(=O)Cl (n-propanesulfonyl chloride), ClC1CCS(C2=CC=C(C(=C12)C)C(=O)C=1C=NN(C1O)CC)(=O)=O (4-chloro-5-methyl-6-(1-ethyl-5-hydroxypyrazol-4-yl)carbonylthiochroman-1,1-dioxide). The reagents and catalysts are [Cl-].C(C1=CC=CC=C1)[N+](CC)(CC)CC (benzyltriethylammonium chloride). Solvent: O (water), C(Cl)Cl (methylene chloride). Product: ClC1CCS(C2=CC=C(C(=C12)C)C(=O)C=1C=NN(C1OS(=O)(=O)CCC)CC)(=O)=O (4-chloro-5-methyl-6-(1-ethyl-5-n-propanesulfonyloxypyrazol-4-yl)carbonylthiochroman-1,1-dioxide). The yield is 60.2%. Reaction SMILES: [Cl:1][CH:2]1[C:11]2[C:6](=[CH:7][CH:8]=[C:9]([C:13]([C:15]3[CH:16]=[N:17][N:18]([CH2:21][CH3:22])[C:19]=3[OH:20])=[O:14])[C:10]=2[CH3:12])[S:5](=[O:24])(=[O:23])[CH2:4][CH2:3]1.C(=O)([O-])[O-].[K+].[K+].[CH2:31]([S:34](Cl)(=[O:36])=[O:35])[CH2:32][CH3:33]>C(Cl)Cl.O.[Cl-].C([N+](CC)(CC)CC)C1C=CC=CC=1>[Cl:1][CH:2]1[C:11]2[C:6](=[CH:7][CH:8]=[C:9]([C:13]([C:15]3[CH:16]=[N:17][N:18]([CH2:21][CH3:22])[C:19]=3[O:20][S:34]([CH2:31][CH2:32][CH3:33])(=[O:36])=[O:35])=[O:14])[C:10]=2[CH3:12])[S:5](=[O:24])(=[O:23])[CH2:4][CH2:3]1 |f:1.2.3,7.8|. Procedure details: 0.26 Gram (0.7 mmol) of 4-chloro-5-methyl-6-(1-ethyl-5-hydroxypyrazol-4-yl)carbonylthiochroman-1,1-dioxide was dissolved in 3 ml of methylene chloride, and then a solution of 0.2 g (1.4 mmol) of potassium carbonate in 2 ml of water was added. Further, 0.16 ml (1.4 mmol) of n-propanesulfonyl chloride and 20 mg (0.08 mmol) of benzyltriethylammonium chloride were added, and the mixture was allowed to react at room temperature for 1 day. After the completion of the reaction, a methylene chloride lay...